The task is: describe an organic reaction: reactants, conditions, products, and yield. This data is from the Open Reaction Database (ORD), a public repository of structured organic reaction records. Reactants: ClC1=CC=C2C(=NN(C2=C1)C)C1=CN=C2C(=N1)C(=CN2COCC[Si](C)(C)C)C(=O)NC(CO)(C)C (2-(6-Chloro-1-methyl-1H-indazol-3-yl)-N-(1-hydroxy-2-methylpropan-2-yl)-5-((2-(trimethylsilyl)ethoxy)methyl)-5H-pyrrolo[3,2-b]pyrazine-7-carboxamide), FC(C(=O)O)(F)F (trifluoroacetic acid), C(CN)N (ethylenediamine). Solvent: ClCCl (dichloromethane). Run at time 3 hour. Yields the product OCC(C)(C)NC(=O)C1=CNC2=NC=C(N=C21)C2=NN(C1=CC(=CC=C21)Cl)C (2-(6-chloro-1-methyl-1H-indazol-3-yl)-5H-pyrrolo[2,3-b]pyrazine-7-carboxylic acid (2-hydroxy-1,1-dimethyl-ethyl)-amide). Isolated yield 16.5%. RXN SMILES: [Cl:1][C:2]1[CH:10]=[C:9]2[C:5]([C:6]([C:12]3[N:17]=[C:16]4[C:18]([C:29]([NH:31][C:32]([CH3:36])([CH3:35])[CH2:33][OH:34])=[O:30])=[CH:19][N:20](COCC[Si](C)(C)C)[C:15]4=[N:14][CH:13]=3)=[N:7][N:8]2[CH3:11])=[CH:4][CH:3]=1.FC(F)(F)C(O)=O.C(N)CN>ClCCl>[OH:34][CH2:33][C:32]([NH:31][C:29]([C:18]1[C:16]2[C:15](=[N:14][CH:13]=[C:12]([C:6]3[C:5]4[C:9](=[CH:10][C:2]([Cl:1])=[CH:3][CH:4]=4)[N:8]([CH3:11])[N:7]=3)[N:17]=2)[NH:20][CH:19]=1)=[O:30])([CH3:36])[CH3:35]. Reported procedure: 2-(6-Chloro-1-methyl-1H-indazol-3-yl)-N-(1-hydroxy-2-methylpropan-2-yl)-5-((2-(trimethylsilyl)ethoxy)methyl)-5H-pyrrolo[3,2-b]pyrazine-7-carboxamide (0.04 g, 0.076 mmol), trifluoroacetic acid (0.582 mL, 7.56 mmol) and dichloromethane (3.00 mL) were combined and stirred for 3 h. The reaction mixture was concentrated to dryness and diluted with dichloromethane (3 mL), then ethylenediamine (0.510 mL, 7.56 mmol) was added. After 1 h the mixture was concentrated to dryness and ice water (1 mL) added.... The reactants are N1=C(C=CC=C1)C1=CC=CC(=N1)C=1SC=C(C1C1=CC=CC=C1)C1=CC=CC=C1 (2-(6-(2-pyridyl)-2-pyridyl)-3,4-diphenylthiophene), C(CCC)[Li].CCCCCC (n-butyllithium n-hexane), BrC1=NC(=CC=C1)C1=NC=CC=C1 (2-bromo-6-(2-pyridyl)pyridine). Solvent: O1CCCC1 (tetrahydrofuran). Run at temperature -30 celsius, time 2 hour. Yields the product N1=C(C=CC=C1)C1=CC=CC(=N1)C=1SC(=C(C1C1=CC=CC=C1)C1=CC=CC=C1)C1=NC(=CC=C1)C1=NC=CC=C1 (2,5-bis(6-(2-pyridyl)-2-pyridyl)-3,4-diphenylthiophene). RXN SMILES: [N:1]1[CH:6]=[CH:5][CH:4]=[CH:3][C:2]=1[C:7]1[N:12]=[C:11]([C:13]2[S:14][CH:15]=[C:16]([C:24]3[CH:29]=[CH:28][CH:27]=[CH:26][CH:25]=3)[C:17]=2[C:18]2[CH:23]=[CH:22][CH:21]=[CH:20][CH:19]=2)[CH:10]=[CH:9][CH:8]=1.C([Li])CCC.CCCCCC.Br[C:42]1[CH:47]=[CH:46][CH:45]=[C:44]([C:48]2[CH:53]=[CH:52][CH:51]=[CH:50][N:49]=2)[N:43]=1>O1CCCC1>[N:1]1[CH:6]=[CH:5][CH:4]=[CH:3][C:2]=1[C:7]1[N:12]=[C:11]([C:13]2[S:14][C:15]([C:50]3[CH:51]=[CH:52][CH:53]=[C:48]([C:44]4[CH:45]=[CH:46][CH:47]=[CH:42][N:43]=4)[N:49]=3)=[C:16]([C:24]3[CH:25]=[CH:26][CH:27]=[CH:28][CH:29]=3)[C:17]=2[C:18]2[CH:23]=[CH:22][CH:21]=[CH:20][CH:19]=2)[CH:10]=[CH:9][CH:8]=1 |f:1.2|. Procedure details: After placing 3.5 g of 3,4-diphenylthiophene and 60 ml of tetrahydrofuran in a flask and cooling to −30° C. in an argon atmosphere, 11 ml of a 1.5 mol/l concentration n-butyllithium/n-hexane solution was added dropwise. The mixture was stirred at −30° C. for 2 hours, and then 4.1 g of a zinc chloride/tetramethylethylenediamine complex was added before raising the temperature to room temperature. After stirring for 30 minutes, 3.8 g of 2-bromo-6-(2-pyridyl)pyridine and 0.52 g of a palladium chlor... Reactants: Cl.C(#N)C(=CNC(N1C(NC(C1)(C)C)=O)=N)C(N(C1=CC(=CC=C1)C(F)(F)F)C)=O (1-cyano-1-[N-methyl-N-(3-trifluoromethylphenyl)carbamoyl]-2-[imino(4,4-dimethyl-2-oxo-1-imidazolidinyl)methylamino]ethene hydrochloride), [OH-].[Na+] (sodium hydroxide), C(C)OCC.C(C)(C)OC(C)C (diethyl ether diisopropyl ether). The product is CN(C(=O)C=1C(=NC(=NC1)N1C(NC(C1)(C)C)=O)N)C1=CC(=CC=C1)C(F)(F)F (4-amino-2-(4,4-dimethyl-2-oxo-1-imidazolidinyl)pyrimidine-5-carboxylic acid N-methyl-N-(3-trifluoromethylphenyl)amide). Yield: 32.6%. RXN SMILES: Cl.[C:2]([C:4]([C:17](=[O:30])[N:18]([CH3:29])[C:19]1[CH:24]=[CH:23][CH:22]=[C:21]([C:25]([F:28])([F:27])[F:26])[CH:20]=1)=[CH:5][NH:6][C:7](=[NH:16])[N:8]1[CH2:12][C:11]([CH3:14])([CH3:13])[NH:10][C:9]1=[O:15])#[N:3].[OH-].[Na+].C(OCC)C.C(OC(C)C)(C)C>>[CH3:29][N:18]([C:19]1[CH:24]=[CH:23][CH:22]=[C:21]([C:25]([F:26])([F:27])[F:28])[CH:20]=1)[C:17]([C:4]1[C:2]([NH2:3])=[N:16][C:7]([N:8]2[CH2:12][C:11]([CH3:14])([CH3:13])[NH:10][C:9]2=[O:15])=[N:6][CH:5]=1)=[O:30] |f:0.1,2.3,4.5|. Procedure: 2.67 g (6 mmol) of 1-cyano-1-[N-methyl-N-(3-trifluoromethylphenyl)carbamoyl]-2-[imino(4,4-dimethyl-2-oxo-1-imidazolidinyl)methylamino]ethene hydrochloride are heated at 187°-189° C. under vacuum (4-6 mbar) for 10 min in a bath preheated to 190° C. After cooling, the solidified melt was mixed with 5 ml of 2N sodium hydroxide solution. 12 ml of diethyl ether/diisopropyl ether 5:1 were added. Stirring resulted in initial formation of two clear phases, from which crystals separated out. The mixture ...